describe an organic reaction: reactants, conditions, products, and yield From a dataset of the Open Reaction Database (ORD), a public repository of structured organic reaction records. Starting materials: CONC(=O)c1cc(N2CCC(NC(=O)c3[nH]c(C)c(Cl)c3Cl)CC2)nc(OCCNC(=O)OC(C)(C)C)n1, Cl, NC(=O)c1cc(Cl)nc(N2CCC(N)CC2)c1. Yields the product CONC(=O)c1cc(N2CCC(NC(=O)c3[nH]c(C)c(Cl)c3Cl)CC2)nc(OCCN)n1. Reaction SMILES: [Cl:19][c:20]1[c:21]([C:27](=[O:28])[NH:29][CH:30]2[CH2:31][CH2:32][N:33]([c:36]3[n:37][c:38]([O:47][CH2:48][CH2:49][NH:50][C:51](=[O:52])[O:53][C:54]([CH3:55])([CH3:56])[CH3:57])[n:39][c:40]([C:42](=[O:43])[NH:44][O:45][CH3:46])[cH:41]3)[CH2:34][CH2:35]2)[nH:22][c:23]([CH3:26])[c:24]1[Cl:25].[ClH:1].[NH2:2][CH:3]1[CH2:4][CH2:5][N:6]([c:7]2[cH:8][c:9]([C:14]([NH2:15])=[O:16])[cH:10][c:11]([Cl:12])[n:13]2)[CH2:17][CH2:18]1>>[Cl:19][c:20]1[c:21]([C:27](=[O:28])[NH:29][CH:30]2[CH2:31][CH2:32][N:33]([c:36]3[n:37][c:38]([O:47][CH2:48][CH2:49][NH2:50])[n:39][c:40]([C:42](=[O:43])[NH:44][O:45][CH3:46])[cH:41]3)[CH2:34][CH2:35]2)[nH:22][c:23]([CH3:26])[c:24]1[Cl:25]. The reactants are C(=O)OCCN1C=C(C(C2=CC=C(N=C12)C)=O)C(=O)NC1=NN=NN1 (1,4-Dihydro-1(2-formyloxyethyl)-7-methyl-4-oxo-N(1H-tetrazol-5-yl)-1,8-naphthyridine-3-carboxamide), Cl (hydrochloric acid). Solvent: [OH-].[Na+] (sodium hydroxide). The product is OCCN1C=C(C(C2=CC=C(N=C12)C)=O)C(=O)NC1=NN=NN1 (1,4-Dihydro-1(2-hydroxyethyl)-7-methyl-4-oxo-N(1H-tetrazol-5-yl)-1,8-naphthyridine-3-carboxamide). Reaction SMILES: C([O:3][CH2:4][CH2:5][N:6]1[C:15]2[C:10](=[CH:11][CH:12]=[C:13]([CH3:16])[N:14]=2)[C:9](=[O:17])[C:8]([C:18]([NH:20][C:21]2[NH:25][N:24]=[N:23][N:22]=2)=[O:19])=[CH:7]1)=O.Cl>[OH-].[Na+]>[OH:3][CH2:4][CH2:5][N:6]1[C:15]2[C:10](=[CH:11][CH:12]=[C:13]([CH3:16])[N:14]=2)[C:9](=[O:17])[C:8]([C:18]([NH:20][C:21]2[NH:25][N:24]=[N:23][N:22]=2)=[O:19])=[CH:7]1 |f:2.3|. Reported procedure: 1,4-Dihydro-1(2-formyloxyethyl)-7-methyl-4-oxo-N(1H-tetrazol-5-yl)-1,8-naphthyridine-3-carboxamide (Example 4(1)) (0.5 g) in aqueous sodium hydroxide (3.5 ml), 2N) was heated on a steam bath for 10 minutes. The solution was acidified to pH 1 with a dilute hydrochloric acid and the solid was collected and dried, m.p. 315°-316° (d), (32 %). Reactants: C1(=CC=CC=C1)O (phenol), C([C@H]1CO1)OCC1=CC=CC=C1 (benzyl (R)-(+)-glycidyl ether). The reagents and catalysts are C(C)N(CC)CC (triethylamine). The solvent is C(C)O (ethanol). Run at temperature 60 celsius, time 2 hour. Product: C(C1=CC=CC=C1)OC[C@@H](COC1=CC=CC=C1)O ((2S)-1-(benzyloxy)-3-phenoxypropan-2-ol). Yield: 72.3%. As a reaction SMILES: [C:1]1([OH:7])[CH:6]=[CH:5][CH:4]=[CH:3][CH:2]=1.[CH2:8]([O:12][CH2:13][C:14]1[CH:19]=[CH:18][CH:17]=[CH:16][CH:15]=1)[C@@H:9]1[O:11][CH2:10]1>C(O)C.C(N(CC)CC)C>[CH2:13]([O:12][CH2:8][C@H:9]([OH:11])[CH2:10][O:7][C:1]1[CH:6]=[CH:5][CH:4]=[CH:3][CH:2]=1)[C:14]1[CH:19]=[CH:18][CH:17]=[CH:16][CH:15]=1. Procedure details: A solution of phenol (3.3 g; 35 mmol), benzyl (R)-(+)-glycidyl ether (5 g; 30.5 mmol) and triethylamine (300 μl; 2.15 mmol) in absolute ethanol (80 ml) was heated to reflux and stirred for 2 h and then cooled to 60° C. and stirred overnight. The crude reaction mixture was concentrated under reduced pressure and the residues purified by silica gel chromatography using an eluant of hexanes and ethyl acetate (85:15 v/v) to afford 5.7 g (72.5%) of the pure product. m/z (ES) 281.1 (M+Na)+. The reactants are C(C)(C)(C)OC(NCCC#CC1=CC=CC=C1)=O ((4-phenyl-but-3-ynyl)-carbamic acid tert-butyl ester). Run in FC(C(=O)O)(F)F.ClCCl (trifluoroacetic acid dichloromethane). Yields the product C1(=CC=CC=C1)C#CCCN (4-phenyl-but-3-ynylamine). As a reaction SMILES: C(OC(=O)[NH:7][CH2:8][CH2:9][C:10]#[C:11][C:12]1[CH:17]=[CH:16][CH:15]=[CH:14][CH:13]=1)(C)(C)C>FC(F)(F)C(O)=O.ClCCl>[C:12]1([C:11]#[C:10][CH2:9][CH2:8][NH2:7])[CH:17]=[CH:16][CH:15]=[CH:14][CH:13]=1 |f:1.2|. Procedure: A solution of (4-phenyl-but-3-ynyl)-carbamic acid tert-butyl ester (98 mg) was stirred for 0.5 h in 1:1 trifluoroacetic acid/dichloromethane (10 ml). The volatile materials were evaporated to give the crude 4-phenyl-but-3-ynylamine, which was used in subsequent transformations without further purification. Reactants: ClC=1C=C2C=C(NC2=C(C1)NC1CCCC1)C=1SC[C@H](N1)CC(=O)O ([(R)-2-(5-chloro-7-cyclopentylamino-1H-indol-2-yl)-4,5-dihydro-thiazol-4-yl]acetic acid), CN(C1CNCC1)C (3-dimethylaminopyrrolidine). Product: ClC=1C=C2C=C(NC2=C(C1)NC1CCCC1)C=1SC[C@H](N1)CC(=O)N1CC(CC1)N(C)C (2-[(R)-2-(5-chloro-7-cyclopentylamino-1H-indol-2-yl)-4,5-dihydro-thiazol-4-yl]-1-(3-dimethylamino-pyrrolidin-1-yl)-ethanone). Isolated yield 48.0%. RXN SMILES: [Cl:1][C:2]1[CH:3]=[C:4]2[C:8](=[C:9]([NH:11][CH:12]3[CH2:16][CH2:15][CH2:14][CH2:13]3)[CH:10]=1)[NH:7][C:6]([C:17]1[S:18][CH2:19][C@@H:20]([CH2:22][C:23]([OH:25])=O)[N:21]=1)=[CH:5]2.[CH3:26][N:27]([CH3:33])[CH:28]1[CH2:32][CH2:31][NH:30][CH2:29]1>>[Cl:1][C:2]1[CH:3]=[C:4]2[C:8](=[C:9]([NH:11][CH:12]3[CH2:13][CH2:14][CH2:15][CH2:16]3)[CH:10]=1)[NH:7][C:6]([C:17]1[S:18][CH2:19][C@@H:20]([CH2:22][C:23]([N:30]3[CH2:31][CH2:32][CH:28]([N:27]([CH3:33])[CH3:26])[CH2:29]3)=[O:25])[N:21]=1)=[CH:5]2. Reported procedure: The compound (40 mg, 0.11 mmol) prepared in Example 27 and 3-dimethylaminopyrrolidine instead of morpholine were reacted according to the same procedure as Example 73 to give the title compound (24 mg, Yield 48%).